From a dataset of the Open Reaction Database (ORD), a public repository of structured organic reaction records. describe an organic reaction: reactants, conditions, products, and yield Reaction SMILES: [CH3:24][S:25]([CH3:26])=[O:27].[Cl-:23].[Li+:22].[N+:1](=[O:2])([O-:3])[c:4]1[c:5]([CH:10]([C:11](=[O:12])[O:13][CH2:14][CH3:15])[C:16]([O:17][CH2:18][CH3:19])=[O:20])[n:6][cH:7][cH:8][cH:9]1.[OH2:21]>>[N+:1](=[O:2])([O-:3])[c:4]1[c:5]([CH2:10][C:11](=[O:12])[O:13][CH2:14][CH3:15])[n:6][cH:7][cH:8][cH:9]1. Reactants: CS(C)=O, [Cl-], [Li+], CCOC(=O)C(C(=O)OCC)c1ncccc1[N+](=O)[O-], O. Product: CCOC(=O)Cc1ncccc1[N+](=O)[O-]. The reactants are BrBr (bromine), BrBr (bromine), hydrobromide salt, C(C)(=O)C12CCCN(CC1)C2 ((±) 5-acetyl-1-azabicyclo[3.2.1]octane), 5h. The solvent is CO (methanol), CO (methanol), O (water). Run at temperature 0 celsius, time 1 hour. Product: Br.BrCC(=O)C12CCCN(CC1)C2 ((±) 5-(α-Bromoacetyl)-1-azabicyclo[3.2.1]octane hydrobromide). Yield: 225.5%. As a reaction SMILES: [C:1]([C:4]12[CH2:11][N:8]([CH2:9][CH2:10]1)[CH2:7][CH2:6][CH2:5]2)(=[O:3])[CH3:2].[Br:12]Br>CO.O>[BrH:12].[Br:12][CH2:2][C:1]([C:4]12[CH2:11][N:8]([CH2:9][CH2:10]1)[CH2:7][CH2:6][CH2:5]2)=[O:3] |f:4.5|. Reported procedure: A solution of the hydrobromide salt of (±) 5-acetyl-1-azabicyclo[3.2.1]octane (D4) (2.0g; 8.5 mmole) in dry methanol (35ml) was cooled to -10° C. and treated with a solution of bromine (0.44ml; 8.5 mmole) in dry methanol (5ml). The reaction was maintained at 0° C. for 18h. A further quantity of bromine (0.44 ml) was added and after 5h at room temperature the reaction was diluted with water and stirred for 1h. Evaporation of solvent and excess reagent in vacuo afforded a yellow foam (3.0 g) consi... Starting materials: CC(C)CCN(C)C(CC(C)C)C(=O)O, CCOCC, CCN(C(C)C)C(C)C, Cl, NCCCC(c1ccc(F)cc1)c1ccc(F)cc1, CN(C)C=O. Product: CC(C)CCN(C)C(CC(C)C)C(=O)NCCCC(c1ccc(F)cc1)c1ccc(F)cc1, Cl. RXN SMILES: [CH3:1][CH:2]([CH2:3][CH:4]([C:5](=[O:6])[OH:7])[N:8]([CH2:9][CH2:10][CH:11]([CH3:12])[CH3:13])[CH3:14])[CH3:15].[CH3:45][CH2:46][O:47][CH2:48][CH3:49].[CH:16]([N:17]([CH2:18][CH3:19])[CH:20]([CH3:21])[CH3:22])([CH3:23])[CH3:24].[ClH:25].[F:26][c:27]1[cH:28][cH:29][c:30]([CH:33]([CH2:34][CH2:35][CH2:36][NH2:37])[c:38]2[cH:39][cH:40][c:41]([F:44])[cH:42][cH:43]2)[cH:31][cH:32]1.[O:50]=[CH:51][N:52]([CH3:53])[CH3:54]>>[CH3:1][CH:2]([CH2:3][CH:4]([C:5](=[O:7])[NH:37][CH2:36][CH2:35][CH2:34][CH:33]([c:30]1[cH:29][cH:28][c:27]([F:26])[cH:32][cH:31]1)[c:38]1[cH:39][cH:40][c:41]([F:44])[cH:42][cH:43]1)[N:8]([CH2:9][CH2:10][CH:11]([CH3:12])[CH3:13])[CH3:14])[CH3:15].[ClH:25]. Reactants: C=Cc1c(N)nc(-c2ccc(Cl)c(OC)c2F)nc1C(=O)OC, CO, Cl, [Na+], [OH-]. Yields the product C=Cc1c(N)nc(-c2ccc(Cl)c(OC)c2F)nc1C(=O)O. As a reaction SMILES: [CH3:1][O:2][C:3](=[O:4])[c:5]1[n:6][c:7](-[c:14]2[c:15]([F:23])[c:16]([O:21][CH3:22])[c:17]([Cl:20])[cH:18][cH:19]2)[n:8][c:9]([NH2:13])[c:10]1[CH:11]=[CH2:12].[CH3:27][OH:28].[ClH:26].[Na+:25].[OH-:24]>>[O:2]=[C:3]([OH:4])[c:5]1[n:6][c:7](-[c:14]2[c:15]([F:23])[c:16]([O:21][CH3:22])[c:17]([Cl:20])[cH:18][cH:19]2)[n:8][c:9]([NH2:13])[c:10]1[CH:11]=[CH2:12]. Starting materials: CI (methyl iodide), [H-].[Na+] (NaH), N1=CN=CC(=C1)NC=1C=C(C#N)C=CC1 (3-(pyrimidin-5-ylamino)benzonitrile). Solvent: CCOC(=O)C (EtOAc), C1CCOC1 (THF), C1CCOC1 (THF). Conditions: temperature 0 celsius, time 8 hour. The product is CN(C=1C=C(C#N)C=CC1)C=1C=NC=NC1 (3-(methyl(pyrimidin-5-yl)amino)benzonitrile). Yield: 62.5%. Reaction SMILES: [H-].[Na+].[N:3]1[CH:8]=[C:7]([NH:9][C:10]2[CH:11]=[C:12]([CH:15]=[CH:16][CH:17]=2)[C:13]#[N:14])[CH:6]=[N:5][CH:4]=1.[CH3:18]I>C1COCC1.CCOC(C)=O>[CH3:18][N:9]([C:7]1[CH:8]=[N:3][CH:4]=[N:5][CH:6]=1)[C:10]1[CH:11]=[C:12]([CH:15]=[CH:16][CH:17]=1)[C:13]#[N:14] |f:0.1|. Reported procedure: NaH (148 mg, 6.17 mmol, 1.10 eq) was added to a flame-dried round-bottom flask and anhydrous THF (14 mL) was added. The slurry was cooled to 0° C. and compound 15 (1.098 g, 5.596 mmol, 1.000 eq) was added as a solution in THF (14 mL). After stirring at 0° C. for 30 minutes methyl iodide (384 μL, 6.17 mmol, 1.10 eq) was added and the reaction was allowed to warm to room temperature while stirring overnight. The reaction was diluted with EtOAc and washed with water (1×). The aqueous layer was back... Reactants: C1CCOC1, COc1cc2ncnc(Oc3cccc(N)c3)c2cc1OC, CN(C)c1ccncc1, CC(C)(c1cc(NC(=O)Oc2ccccc2)n(-c2ccccc2)n1)C(F)(F)F. Product: COc1cc2ncnc(Oc3cccc(NC(=O)Nc4cc(C(C)(C)C(F)(F)F)nn4-c4ccccc4)c3)c2cc1OC. Reaction SMILES: [CH2:51]1[O:52][CH2:53][CH2:54][CH2:55]1.[CH3:1][O:2][c:3]1[cH:4][c:5]2[c:6]([O:15][c:16]3[cH:17][c:18]([NH2:19])[cH:20][cH:21][cH:22]3)[n:7][cH:8][n:9][c:10]2[cH:11][c:12]1[O:13][CH3:14].[CH3:56][N:57]([c:58]1[cH:59][cH:60][n:61][cH:62][cH:63]1)[CH3:64].[c:23]1(-[n:29]2[n:30][c:31]([C:44]([C:45]([F:46])([F:47])[F:48])([CH3:49])[CH3:50])[cH:32][c:33]2[NH:34][C:35]([O:36][c:38]2[cH:39][cH:40][cH:41][cH:42][cH:43]2)=[O:37])[cH:24][cH:25][cH:26][cH:27][cH:28]1>>[CH3:1][O:2][c:3]1[cH:4][c:5]2[c:6]([O:15][c:16]3[cH:17][c:18]([NH:19][C:35]([NH:34][c:33]4[n:29](-[c:23]5[cH:24][cH:25][cH:26][cH:27][cH:28]5)[n:30][c:31]([C:44]([C:45]([F:46])([F:47])[F:48])([CH3:49])[CH3:50])[cH:32]4)=[O:36])[cH:20][cH:21][cH:22]3)[n:7][cH:8][n:9][c:10]2[cH:11][c:12]1[O:13][CH3:14]. Reactants: BrC1=C(OC2=CC(=NC(=N2)C)N)C=CC=C1 (6-(2-bromophenoxy)-2-methylpyrimidin-4-amine), FC1=C(C=CC(=C1)B1OC(C(O1)(C)C)(C)C)C=1C=NC(=NC1)N (5-(2-fluoro-4-(4,4,5,5-tetramethyl-1,3,2-dioxaborolan-2-yl)phenyl)pyrimidin-2-amine). Product: NC1=CC(=NC(=N1)C)OC1=C(C=CC=C1)C1=CC(=C(C=C1)C=1C=NC(=NC1)N)F (5-{2′-[(6-Amino-2-methylpyrimidin-4-yl)oxy]-3-fluorobiphenyl-4-yl}pyrimidin-2-amine). RXN SMILES: Br[C:2]1[CH:16]=[CH:15][CH:14]=[CH:13][C:3]=1[O:4][C:5]1[N:10]=[C:9]([CH3:11])[N:8]=[C:7]([NH2:12])[CH:6]=1.[F:17][C:18]1[CH:23]=[C:22](B2OC(C)(C)C(C)(C)O2)[CH:21]=[CH:20][C:19]=1[C:33]1[CH:34]=[N:35][C:36]([NH2:39])=[N:37][CH:38]=1>>[NH2:12][C:7]1[N:8]=[C:9]([CH3:11])[N:10]=[C:5]([O:4][C:3]2[CH:13]=[CH:14][CH:15]=[CH:16][C:2]=2[C:22]2[CH:21]=[CH:20][C:19]([C:33]3[CH:38]=[N:37][C:36]([NH2:39])=[N:35][CH:34]=3)=[C:18]([F:17])[CH:23]=2)[CH:6]=1. Procedure: The title compound was prepared in a manner similar to that described in Example 88 using 6-(2-bromophenoxy)-2-methylpyrimidin-4-amine and 5-(2-fluoro-4-(4,4,5,5-tetramethyl-1,3,2-dioxaborolan-2-yl)phenyl)pyrimidin-2-amine. MS (ESI): mass calcd. for C21H17FN6O, 388.14; m/z found, 389.0 [M+H]+. 1H NMR (400 MHz, CD3OD) δ 8.45 (d, J=1.4, 2H), 7.54 (dd, J=7.6, 1.7, 1H), 7.50-7.42 (m, 2H), 7.42-7.29 (m, 3H), 7.20 (dd, J=8.0, 1.2, 1H), 5.43-5.31 (m, 1H), 2.25 (s, 3H). The reactants are ClC=1C=C(C(=O)OO)C=CC1 (3-Chloroperoxybenzoic acid), C1(=CC=C(C=C1)S(=O)(=O)Cl)C (p-Toluenesulfonyl chloride), C(C1=CC=CC=C1)OC=1C=CC=2C3=C(C=NC2C1)N=C(N3CCCCN3S(CCC3)(=O)=O)COCC (7-Benzyloxy-1-[4-(1,1-dioxoisothiazolidin-2-yl)butyl]-2-ethoxymethyl-1H-imidazo[4,5-c]quinoline), [OH-].[NH4+] (Ammonium hydroxide). Solvent: C(Cl)(Cl)Cl (chloroform), ClCCl (dichloromethane). Reaction conditions: time 1 hour. Product: C(C1=CC=CC=C1)OC=1C=CC=2C3=C(C(=NC2C1)N)N=C(N3CCCCN3S(CCC3)(=O)=O)COCC (7-benzyloxy-1-[4-(1,1-dioxoisothiazolidin-2-yl)butyl]-2-ethoxymethyl-1H-imidazo[4,5-c]quinolin-4-amine). Reaction SMILES: [CH2:1]([O:8][C:9]1[CH:10]=[CH:11][C:12]2[C:13]3[N:21]([CH2:22][CH2:23][CH2:24][CH2:25][N:26]4[CH2:30][CH2:29][CH2:28][S:27]4(=[O:32])=[O:31])[C:20]([CH2:33][O:34][CH2:35][CH3:36])=[N:19][C:14]=3[CH:15]=[N:16][C:17]=2[CH:18]=1)[C:2]1[CH:7]=[CH:6][CH:5]=[CH:4][CH:3]=1.ClC1C=C(C=CC=1)C(OO)=O.[OH-].[NH4+:49].C1(C)C=CC(S(Cl)(=O)=O)=CC=1>C(Cl)(Cl)Cl.ClCCl>[CH2:1]([O:8][C:9]1[CH:10]=[CH:11][C:12]2[C:13]3[N:21]([CH2:22][CH2:23][CH2:24][CH2:25][N:26]4[CH2:30][CH2:29][CH2:28][S:27]4(=[O:31])=[O:32])[C:20]([CH2:33][O:34][CH2:35][CH3:36])=[N:19][C:14]=3[C:15]([NH2:49])=[N:16][C:17]=2[CH:18]=1)[C:2]1[CH:3]=[CH:4][CH:5]=[CH:6][CH:7]=1 |f:2.3|. Procedure: 7-Benzyloxy-1-[4-(1,1-dioxoisothiazolidin-2-yl)butyl]-2-ethoxymethyl-1H-imidazo[4,5-c]quinoline (2.83 g) was dissolved in chloroform (30 mL). 3-Chloroperoxybenzoic acid (60% pure, 2.21 g, 7.7 mmol) was added in one portion and the mixture was stirred for 1 hour. Ammonium hydroxide (30 mL) was added and the biphasic mixture was stirred for 20 minutes. p-Toluenesulfonyl chloride (1.07 g, 5.6 mmol) was added in one portion and the reaction was stirred for 16 hours. A white precipitate formed. The m...